Dataset: the Open Reaction Database (ORD), a public repository of structured organic reaction records. Task: describe an organic reaction: reactants, conditions, products, and yield Reactants: [OH-].[K+] (potassium hydroxide), ClCCCCCCO (6-chloro-1-hexanol), Cl (hydrochloric acid), OC=1C=C2C=CC(=CC2=CC1)C(=O)O (6-hydroxy-2-naphthoic acid), [I-].[K+] (potassium iodide), ice water. The reagents and catalysts are [Br-].C(CCC)[N+](CCCC)(CCCC)CCCC (tetrabutylammonium bromide). Solvent: O (water), C(C)O (ethanol). Reaction conditions: temperature 60 celsius, time 30 minute. Yields the product OCCCCCCOC=1C=C2C=CC(=CC2=CC1)C(=O)O (6-(6-hydroxy-hexa-1-yloxy)-2-naphthoic acid). The yield is 56.4%. Reaction SMILES: [OH:1][C:2]1[CH:3]=[C:4]2[C:9](=[CH:10][CH:11]=1)[CH:8]=[C:7]([C:12]([OH:14])=[O:13])[CH:6]=[CH:5]2.[I-].[K+].[OH-].[K+].Cl[CH2:20][CH2:21][CH2:22][CH2:23][CH2:24][CH2:25][OH:26].Cl>[Br-].C([N+](CCCC)(CCCC)CCCC)CCC.O.C(O)C>[OH:26][CH2:25][CH2:24][CH2:23][CH2:22][CH2:21][CH2:20][O:1][C:2]1[CH:3]=[C:4]2[C:9](=[CH:10][CH:11]=1)[CH:8]=[C:7]([C:12]([OH:14])=[O:13])[CH:6]=[CH:5]2 |f:1.2,3.4,7.8|. Reported procedure: To a stirred mixture of 25.00 g (133 mmol) of 6-hydroxy-2-naphthoic acid, 2.21 g (13 mmol) of potassium iodide, 4.28 g (13 mmol) of tetrabutylammonium bromide, and 77 g of ethanol, was added dropwise 18.63 g (332 mmol) of potassium hydroxide dissolved in 38 g of water. The mixture was heated to 60° C., 19.07 g (146 mmol) of 6-chloro-1-hexanol was added dropwise here, and the solution was refluxed for 34 hours. After adding hydrochloric acid dropwise, the reaction mixture was chilled with ice-wat... Starting materials: C[O-].[Na+] (sodium methoxide), CO (methanol), C(C(=O)Cl)(=O)Cl (Oxalyl chloride), BrC=1C=CC=C2C=CNC12 (7-bromoindole). Run in O (water), CCOCC (Et2O), CCOC(=O)C (EtOAc). Run at time 8 hour. The product is COC(C(=O)C1=CNC2=C(C=CC=C12)Br)=O ((7-Bromo-1H-indol-3-yl)-oxo-acetic acid methyl ester). Yield: 12.0%. Reaction SMILES: [C:1](Cl)(=[O:5])C(Cl)=O.[Br:7][C:8]1[CH:9]=[CH:10][CH:11]=[C:12]2[C:16]=1[NH:15][CH:14]=[CH:13]2.[CH3:17][O-:18].[Na+].[CH3:20][OH:21]>CCOCC.CCOC(C)=O.O>[CH3:17][O:18][C:1](=[O:5])[C:20]([C:13]1[C:12]2[C:16](=[C:8]([Br:7])[CH:9]=[CH:10][CH:11]=2)[NH:15][CH:14]=1)=[O:21] |f:2.3|. Reported procedure: Oxalyl chloride (1.8 mL, 20.7 mmol) was added dropwise to a solution of 7-bromoindole (3.65 g, 18.6 mmol) in Et2O (100 mL) cooled in an ice bath. After the addition was complete, the ice bath was removed and the mixture was allowed to warm to room temperature and stirred for 8 h. The mixture was then cooled in a dry ice-acetone bath and a 25% by wt solution of sodium methoxide in methanol (9.5 mL, 41.8 mmol) added dropwise over 5 min. The suspension was allowed to warm to room temperature afford... Reactants: Cl.C(C)OC(CN)=O (glycine ethyl ester hydrochloride), ClC(Cl)(Cl)OC(OC(Cl)(Cl)Cl)=O (bis(trichloromethyl)carbonate), N1=CC=CC=C1 (pyridine), ClC1=C(COC=2C=CC=C3C=CC(=NC23)C)C(=CC=C1NC)Cl (8-(2,6-dichloro-3-methylaminobenzyloxy)-2-methylquinoline), ClCCl (dichloromethane). Solvent: C(C)N(CC)CC (triethylamine), O (water). Run at time 1 hour. The product is ClC1=C(COC=2C=CC=C3C=CC(=NC23)C)C(=CC=C1N(C(=O)NCC(=O)OCC)C)Cl (8-[2,6-dichloro-3-(N'-ethoxycarbonylmethyl-N-methylureido)benzyloxy]-2-methylquinoline). As a reaction SMILES: Cl[C:2]([O:5]C(=O)OC(Cl)(Cl)Cl)(Cl)Cl.N1C=CC=CC=1.[Cl:19][C:20]1[C:38]([NH:39][CH3:40])=[CH:37][CH:36]=C(Cl)[C:21]=1[CH2:22][O:23][C:24]1[CH:25]=[CH:26][CH:27]=[C:28]2[C:33]=1[N:32]=[C:31]([CH3:34])[CH:30]=[CH:29]2.Cl.[CH2:43]([O:45][C:46](=[O:49])[CH2:47][NH2:48])[CH3:44].Cl[CH2:51][Cl:52]>O.C(N(CC)CC)C>[Cl:19][C:20]1[C:38]([N:39]([CH3:40])[C:2]([NH:48][CH2:47][C:46]([O:45][CH2:43][CH3:44])=[O:49])=[O:5])=[CH:37][CH:36]=[C:51]([Cl:52])[C:21]=1[CH2:22][O:23][C:24]1[CH:25]=[CH:26][CH:27]=[C:28]2[C:33]=1[N:32]=[C:31]([CH3:34])[CH:30]=[CH:29]2 |f:3.4|. Reported procedure: To a solution of bis(trichloromethyl)carbonate (232 mg), pyridine (273 mg) in dichloromethane was added 8-(2,6-dichloro-3-methylaminobenzyloxy)-2-methylquinoline (800 mg) at 0° C. under nitrogen atmosphere, and the mixture was stirred for 1 hour at ambient temperature. To the mixture were added glycine ethyl ester hydrochloride (289 mg) and triethylamine (582 mg), and the mixture was stirred for 3 hours at ambient temperature. The mixture was poured into water and extracted with dichloromethane.... Starting materials: [OH-].[Na+] (Sodium hydroxide), FC1(OC2=C(O1)C=CC=C2C2=CC=C1C=NC(=NN12)S(=O)(=O)C)F (7-(2,2-Difluoro-benzo[1,3]dioxol-4-yl)-2-methanesulfonyl-pyrrolo[2,1-f][1,2,4]triazine), C(C)(=O)O (Acetic acid). Solvent: O (Water), O1CCCC1 (Tetrahydrofuran), O (Water). Run at temperature 60 celsius. Product: FC1(OC2=C(O1)C=CC=C2C2=CC=C1C=NC(=NN12)O)F (7-(2,2-Difluoro-benzo[1,3]dioxol-4-yl)-pyrrolo[2,1-f][1,2,4]triazin-2-ol). Isolated yield 91.7%. RXN SMILES: [F:1][C:2]1([F:24])[O:6][C:5]2[CH:7]=[CH:8][CH:9]=[C:10]([C:11]3[N:19]4[C:14]([CH:15]=[N:16][C:17](S(C)(=O)=O)=[N:18]4)=[CH:13][CH:12]=3)[C:4]=2[O:3]1.[OH-].[Na+].C(O)(=[O:29])C>O1CCCC1.O>[F:1][C:2]1([F:24])[O:6][C:5]2[CH:7]=[CH:8][CH:9]=[C:10]([C:11]3[N:19]4[C:14]([CH:15]=[N:16][C:17]([OH:29])=[N:18]4)=[CH:13][CH:12]=3)[C:4]=2[O:3]1 |f:1.2|. Procedure details: 7-(2,2-Difluoro-benzo[1,3]dioxol-4-yl)-2-methanesulfonyl-pyrrolo[2,1-f][1,2,4]triazine (0.410 g) was suspended in Tetrahydrofuran (2.00 mL), 5.0 M of Sodium hydroxide in Water (1.00 mL, 5.00 mmol) was added and the mixture was heated in a vial, in a block at 60° C. for 3 h. The mixture was then treated with a solution of Acetic acid (0.500 mL, 8.79 mmol) in Water (5.50 mL), generating an orange ppt. The mixture was cooled, the solids collected, washing with 10 mL water. Dry on the Buchner to aff... Reactants: O=C([O-])[O-], CCCCOCCCC, [Cl-], COC(=O)c1coc(Cl)c1, [K+], [K+], [Li+], OB(O)c1ccccc1. Reaction SMILES: [C:20](=[O:21])([O-:22])[O-:23].[CH2:28]([O:29][CH2:30][CH2:31][CH2:32][CH3:33])[CH2:34][CH2:35][CH3:36].[Cl-:27].[Cl:1][c:2]1[o:3][cH:4][c:5]([C:7](=[O:8])[O:9][CH3:10])[cH:6]1.[K+:24].[K+:25].[Li+:26].[OH:11][B:12]([OH:13])[c:14]1[cH:15][cH:16][cH:17][cH:18][cH:19]1>>[c:2]1(-[c:14]2[cH:15][cH:16][cH:17][cH:18][cH:19]2)[o:3][cH:4][c:5]([C:7](=[O:8])[O:9][CH3:10])[cH:6]1. Yields the product COC(=O)c1coc(-c2ccccc2)c1. Starting materials: CCOC(=O)C(=CC1CCCC1)c1ccc2c(c1)N(C)c1ccccc1S2(=O)=O, CO, [Na+], [OH-]. Product: CN1c2ccccc2S(=O)(=O)c2ccc(C(=CC3CCCC3)C(=O)O)cc21. As a reaction SMILES: [CH2:1]([CH3:2])[O:3][C:4]([C:5](=[CH:6][CH:7]1[CH2:8][CH2:9][CH2:10][CH2:11]1)[c:12]1[cH:13][c:14]2[c:23]([cH:24][cH:25]1)[S:22](=[O:26])(=[O:27])[c:21]1[c:16]([cH:17][cH:18][cH:19][cH:20]1)[N:15]2[CH3:28])=[O:29].[CH3:32][OH:33].[Na+:31].[OH-:30]>>[O:3]=[C:4]([C:5](=[CH:6][CH:7]1[CH2:8][CH2:9][CH2:10][CH2:11]1)[c:12]1[cH:13][c:14]2[c:23]([cH:24][cH:25]1)[S:22](=[O:26])(=[O:27])[c:21]1[c:16]([cH:17][cH:18][cH:19][cH:20]1)[N:15]2[CH3:28])[OH:29].